Task: describe an organic reaction: reactants, conditions, products, and yield. Dataset: the Open Reaction Database (ORD), a public repository of structured organic reaction records The reactants are CCN1C(c2nnc(-c3ccccc3)o2)=C(O)c2ccccc2S1(=O)=O, O=C(O)C1CCCC1, C(=NC1CCCCC1)=NC1CCCCC1, O, c1ccncc1. The product is CCN1C(c2nnc(-c3ccccc3)o2)=C(OC(=O)C2CCCC2)c2ccccc2S1(=O)=O. Reaction SMILES: [CH2:1]([CH3:2])[N:3]1[S:4](=[O:25])(=[O:26])[c:5]2[c:6]([cH:21][cH:22][cH:23][cH:24]2)[C:7]([OH:20])=[C:8]1[c:9]1[n:10][n:11][c:12](-[c:14]2[cH:15][cH:16][cH:17][cH:18][cH:19]2)[o:13]1.[CH:27]1([C:32](=[O:33])[OH:34])[CH2:28][CH2:29][CH2:30][CH2:31]1.[CH:35]1([N:36]=[C:37]=[N:38][CH:39]2[CH2:40][CH2:41][CH2:42][CH2:43][CH2:44]2)[CH2:45][CH2:46][CH2:47][CH2:48][CH2:49]1.[OH2:50].[cH:51]1[cH:52][cH:53][n:54][cH:55][cH:56]1>>[CH2:1]([CH3:2])[N:3]1[S:4](=[O:25])(=[O:26])[c:5]2[c:6]([cH:21][cH:22][cH:23][cH:24]2)[C:7]([O:20][C:32]([CH:27]2[CH2:28][CH2:29][CH2:30][CH2:31]2)=[O:33])=[C:8]1[c:9]1[n:10][n:11][c:12](-[c:14]2[cH:15][cH:16][cH:17][cH:18][cH:19]2)[o:13]1. Starting materials: C[C@@H](CN1N=CC2=CC=C(C=C12)OCC#C)NC(OCC1=CC=CC=C1)=O (Benzyl (S)-1-Methyl-2-(6-prop-2-ynyloxy-indazol-1-yl)-ethylcarbamate). The solvent is C1(=CC(=CC(=C1)C)C)C (mesitylene). Product: C[C@@H](CN1N=CC2=CC=C3C(=C12)C=CCO3)NC(OCC3=CC=CC=C3)=O (Benzyl (S)-1-Methyl-2-(7H-pyrano[2,3-g]indazol-1-yl)-ethylcarbamate). Reaction SMILES: [CH3:1][C@H:2]([NH:17][C:18](=[O:27])[O:19][CH2:20][C:21]1[CH:26]=[CH:25][CH:24]=[CH:23][CH:22]=1)[CH2:3][N:4]1[C:12]2[C:7](=[CH:8][CH:9]=[C:10]([O:13][CH2:14][C:15]#[CH:16])[CH:11]=2)[CH:6]=[N:5]1>C1(C)C=C(C)C=C(C)C=1>[CH3:1][C@H:2]([NH:17][C:18](=[O:27])[O:19][CH2:20][C:21]1[CH:22]=[CH:23][CH:24]=[CH:25][CH:26]=1)[CH2:3][N:4]1[C:12]2[C:7](=[CH:8][CH:9]=[C:10]3[O:13][CH2:14][CH:15]=[CH:16][C:11]3=2)[CH:6]=[N:5]1. Reported procedure: The product from Step B (2.37 g, 6.53 mmol) was heated in mesitylene (40 mL) in a manner similar to that described in Example 4, Step B to give, following purification (silica, 20% to 50% ethyl acetate in hexane), an oil (1.01 g, 43%): LC/MS (+APCI) m/z 364 (M+H).